From a dataset of the Open Reaction Database (ORD), a public repository of structured organic reaction records. describe an organic reaction: reactants, conditions, products, and yield Starting materials: Cl.NCCOC=1C=C(C=NC1)C=1C=C2CCC(N(C2=CC1F)C)=O (6-[5-(2-Amino-ethoxy)-pyridin-3-yl]-7-fluoro-1-methyl-3,4-dihydro-1H-quinolin-2-one hydrochloride), C(C)S(=O)(=O)Cl (ethanesulfonyl chloride). The product is FC1=C(C=C2CCC(N(C2=C1)C)=O)C=1C=C(C=NC1)OCCNS(=O)(=O)CC (Ethanesulfonic acid {2-[5-(7-fluoro-1-methyl-2-oxo-1,2,3,4-tetrahydro-quinolin-6-yl)-pyridin-3-yloxy]-ethyl}-amide). RXN SMILES: Cl.[NH2:2][CH2:3][CH2:4][O:5][C:6]1[CH:7]=[C:8]([C:12]2[CH:13]=[C:14]3[C:19](=[CH:20][C:21]=2[F:22])[N:18]([CH3:23])[C:17](=[O:24])[CH2:16][CH2:15]3)[CH:9]=[N:10][CH:11]=1.[CH2:25]([S:27](Cl)(=[O:29])=[O:28])[CH3:26]>>[F:22][C:21]1[CH:20]=[C:19]2[C:14]([CH2:15][CH2:16][C:17](=[O:24])[N:18]2[CH3:23])=[CH:13][C:12]=1[C:8]1[CH:7]=[C:6]([O:5][CH2:4][CH2:3][NH:2][S:27]([CH2:25][CH3:26])(=[O:29])=[O:28])[CH:11]=[N:10][CH:9]=1 |f:0.1|. Procedure: In analogy to the procedure described for the preparation of example 38, 6-[5-(2-amino-ethoxy)-pyridin-3-yl]-7-fluoro-1-methyl-3,4-dihydro-1H-quinolin-2-one hydrochloride (example 238) and ethanesulfonyl chloride gave the title compound as an orange amorphous solid. MS: 408.4 (M+H+). The reactants are CC=1OC2=C(C=CC=C2C(C1)=O)C=O (2-methyl-4-oxo-4H-chromene-8-carbaldehyde), O=C(CC(=O)OCCC)C (n-propyl 3-oxobutanoate), NC(=CC(=O)C1=CC=C(C=C1)C(C)(C)C)C (3-amino-1-[4-(tert-butyl)phenyl]but-2-en-1-one), C(C)(=O)O (acetic acid). The solvent is CC(C)O (2-propanol). Product: CC=1NC(=C(C(C1C(=O)OCCC)C=1C=CC=C2C(C=C(OC12)C)=O)C(C1=CC=C(C=C1)C(C)(C)C)=O)C (Propyl 2,6-dimethyl-5-[4-(tert-butyl)benzoyl]-4-(2-methyl-4-oxo-4H-chromen-8-yl)-1,4-dihydro-pyridine-3-carboxylate). Reaction SMILES: [CH3:1][C:2]1[O:3][C:4]2[C:9]([C:10](=[O:12])[CH:11]=1)=[CH:8][CH:7]=[CH:6][C:5]=2[CH:13]=O.O=[C:16]([CH3:24])[CH2:17][C:18]([O:20][CH2:21][CH2:22][CH3:23])=[O:19].[NH2:25][C:26]([CH3:40])=[CH:27][C:28]([C:30]1[CH:35]=[CH:34][C:33]([C:36]([CH3:39])([CH3:38])[CH3:37])=[CH:32][CH:31]=1)=[O:29].C(O)(=O)C>CC(O)C>[CH3:24][C:16]1[NH:25][C:26]([CH3:40])=[C:27]([C:28](=[O:29])[C:30]2[CH:35]=[CH:34][C:33]([C:36]([CH3:38])([CH3:37])[CH3:39])=[CH:32][CH:31]=2)[CH:13]([C:5]2[CH:6]=[CH:7][CH:8]=[C:9]3[C:4]=2[O:3][C:2]([CH3:1])=[CH:11][C:10]3=[O:12])[C:17]=1[C:18]([O:20][CH2:21][CH2:22][CH3:23])=[O:19]. Procedure details: 100 mg (0.53 mmol) of 2-methyl-4-oxo-4H-chromene-8-carbaldehyde are dissolved with 76 mg (0.53 mmol) of n-propyl 3-oxobutanoate, 115 mg (0.53 mmol) of 3-amino-1-[4-(tert-butyl)phenyl]but-2-en-1-one and 5 μl (0.053 mmol) of acetic acid in 8 ml of 2-propanol and heated under reflux under argon for 30 h. The solvent is removed in vacuo, and the residue is purified by preparative HPLC. 170 mg (62% of theory) of the title compound are obtained as a yellow solid. The reactants are [Br-], CCC(C)=O, CN(C)C=O, C=C(CCl)c1cccc(Cl)n1, [K+], O. Product: C=C(CBr)c1cccc(Cl)n1. Reaction SMILES: [Br-:13].[CH3:14][C:15](=[O:16])[CH2:17][CH3:18].[CH3:19][N:20]([CH3:21])[CH:22]=[O:23].[Cl:1][c:2]1[n:3][c:4]([C:8](=[CH2:9])[CH2:10][Cl:11])[cH:5][cH:6][cH:7]1.[K+:12].[OH2:24]>>[Cl:1][c:2]1[n:3][c:4]([C:8](=[CH2:9])[CH2:10][Br:13])[cH:5][cH:6][cH:7]1. The reactants are C(CCC)(=O)C1C(CC(C(C1=O)C(=O)OC)CC1CCOCC1)=O (2-butyryl-4-methoxycarbonyl-5-[tetrahydropyran-4-ylmethyl]-cyclohexane-1,3-dione), [Cl-].C(C)O[NH3+] (ethoxyammonium chloride), ice water. Run in C(C)O (ethanol), C(C)(=O)[O-].[Na+] (sodium acetate). Reaction conditions: temperature 20 celsius, time 20 hour. Yields the product 10.5, C(C)ONC(CCC)=C1C(CC(C(C1=O)C(=O)OC)CC1CCOCC1)=O (2-(1-ethoxyaminobutylidene)-4-methoxycarbonyl-5-[tetrahydropyran-4-ylmethyl]-cyclohexane-1,3-dione). As a reaction SMILES: [C:1]([CH:6]1[C:11](=[O:12])[CH:10]([C:13]([O:15][CH3:16])=[O:14])[CH:9]([CH2:17][CH:18]2[CH2:23][CH2:22][O:21][CH2:20][CH2:19]2)[CH2:8][C:7]1=[O:24])(=O)[CH2:2][CH2:3][CH3:4].[Cl-].[CH2:26]([O:28][NH3+:29])[CH3:27]>C(O)C.C([O-])(=O)C.[Na+]>[CH2:26]([O:28][NH:29][C:1](=[C:6]1[C:11](=[O:12])[CH:10]([C:13]([O:15][CH3:16])=[O:14])[CH:9]([CH2:17][CH:18]2[CH2:19][CH2:20][O:21][CH2:22][CH2:23]2)[CH2:8][C:7]1=[O:24])[CH2:2][CH2:3][CH3:4])[CH3:27] |f:1.2,4.5|. Procedure details: 10.0 parts by weight of 2-butyryl-4-methoxycarbonyl-5-[tetrahydropyran-4-ylmethyl]-cyclohexane-1,3-dione were dissolved in 150 parts by volume of ethanol, and 2.93 parts by weight of ethoxyammonium chloride and 2.71 parts by weight of anhydrous sodium acetate were added. The mixture was stirred at 20° C. for 20 hours, poured into ice-water and extracted with methylene chloride. The organic phase was concentrated to give 10.5 parts by weight of 2-(1-ethoxyaminobutylidene)-4-methoxycarbonyl-5-[tet...